From a dataset of the Open Reaction Database (ORD), a public repository of structured organic reaction records. describe an organic reaction: reactants, conditions, products, and yield The reactants are OC=1C=C2C(=CNC2=CC1)C1CN2CCC1CC2 (3-(5-hydroxy-3-indolyl)quinuclidine), C(C)(=O)OC(C)=O (acetic anhydride). Run in N1=CC=CC=C1 (pyridine). Conditions: time 1 hour. Product: C(C)(=O)OC=1C=C2C(=CNC2=CC1)C1CN2CCC1CC2 (3-(5-acetoxy-3-indolyl)quinuclidine). RXN SMILES: [OH:1][C:2]1[CH:3]=[C:4]2[C:8](=[CH:9][CH:10]=1)[NH:7][CH:6]=[C:5]2[CH:11]1[CH:16]2[CH2:17][CH2:18][N:13]([CH2:14][CH2:15]2)[CH2:12]1.[C:19](OC(=O)C)(=[O:21])[CH3:20]>N1C=CC=CC=1>[C:19]([O:1][C:2]1[CH:3]=[C:4]2[C:8](=[CH:9][CH:10]=1)[NH:7][CH:6]=[C:5]2[CH:11]1[CH:16]2[CH2:17][CH2:18][N:13]([CH2:14][CH2:15]2)[CH2:12]1)(=[O:21])[CH3:20]. Procedure: 200 mg of 3-(5-hydroxy-3-indolyl)quinuclidine are dissolved in 10 ml of pyridine and 5 ml of acetic anhydride are added with cooling. After one hour, the mixture is worked up as is customary. 3-(5-acetoxy-3-indolyl)quinuclidine is obtained.